From a dataset of the Open Reaction Database (ORD), a public repository of structured organic reaction records. describe an organic reaction: reactants, conditions, products, and yield Starting materials: COC(C1=CC(=CC(=C1)OCCCC1=CC=CC=C1)OCCCC1=CC=CC=C1)=O (3,5-bis(3-phenylpropoxy)benzoic acid methyl ester), [OH-].[Na+] (NaOH). Run in CO (methanol), O1CCOCC1 (dioxane). Product: C1(=CC=CC=C1)CCCOC=1C=C(C(=O)O)C=C(C1)OCCCC1=CC=CC=C1 (3,5-bis(3-phenyl-propoxy)benzoic acid). Reaction SMILES: C[O:2][C:3](=[O:30])[C:4]1[CH:9]=[C:8]([O:10][CH2:11][CH2:12][CH2:13][C:14]2[CH:19]=[CH:18][CH:17]=[CH:16][CH:15]=2)[CH:7]=[C:6]([O:20][CH2:21][CH2:22][CH2:23][C:24]2[CH:29]=[CH:28][CH:27]=[CH:26][CH:25]=2)[CH:5]=1.[OH-].[Na+]>CO.O1CCOCC1>[C:24]1([CH2:23][CH2:22][CH2:21][O:20][C:6]2[CH:5]=[C:4]([CH:9]=[C:8]([O:10][CH2:11][CH2:12][CH2:13][C:14]3[CH:19]=[CH:18][CH:17]=[CH:16][CH:15]=3)[CH:7]=2)[C:3]([OH:30])=[O:2])[CH:29]=[CH:28][CH:27]=[CH:26][CH:25]=1 |f:1.2|. Procedure: A solution of 3.0 g (7.4 mmol) of 3,5-bis(3-phenylpropoxy)benzoic acid methyl ester and 15 mL (15 mmol) of 1N NaOH in 100 mL of methanol and 40 mL of dioxane was stirred at reflux for 16 hours. The solvents were removed at reduced pressure, the residue was acidified and the product was extracted with ethyl acetate. The dried extract was concentrated to an oil which was crystallized from methanol-water to give 2.56 g, mp 107°-109°) of 3,5-bis(3-phenyl-propoxy)benzoic acid. Starting materials: 241, C(=O)([O-])[O-].[K+].[K+] (K2CO3), OC=1C=C(C=C(C1OCCC)S(=O)(=O)C)[C@@H]1O[C@H](CC1)C1=CC(=C(C(=C1)OC)OC)OC (Trans-2-(3-hydroxy-5-methylsulfonyl-4-propyloxyphenyl)-5-(3,4,5-trimethoxyphenyl) tetrahydrofuran). Run in CN(C)C=O (DMF), CN(C)C=O (DMF), C(Cl)Cl (methylene chloride). Reaction conditions: time 30 minute. Product: COC=1C=C(C=C(C1OC)OC)C1CCCO1 (5-(3,4,5-trimethoxyphenyl) tetrahydrofuran). Reaction SMILES: OC1C=C([C@H:16]2[CH2:20][CH2:19][C@H:18]([C:21]3[CH:26]=[C:25]([O:27][CH3:28])[C:24]([O:29][CH3:30])=[C:23]([O:31][CH3:32])[CH:22]=3)[O:17]2)C=C(S(C)(=O)=O)C=1OCCC.C([O-])([O-])=O.[K+].[K+]>CN(C=O)C.C(Cl)Cl>[CH3:32][O:31][C:23]1[CH:22]=[C:21]([CH:18]2[O:17][CH2:16][CH2:20][CH2:19]2)[CH:26]=[C:25]([O:27][CH3:28])[C:24]=1[O:29][CH3:30] |f:1.2.3|. Procedure: Trans-2-(3-hydroxy-5-methylsulfonyl-4-propyloxyphenyl)-5-(3,4,5-trimethoxyphenyl) tetrahydrofuran (242), 130 mg, 0.28 mmol) was dissolved in dry DMF (1.5 mL) and K2CO3 (58 Mg, 0.42 mmol) was added to it. Stirred, at room temperature under argon, for 30 min and a solution of 241, made above, in 1.0 mL of dry DMF was added. The resulting reaction mixture was stirred at 70° C. overnight. The reaction mixture was diluted with methylene chloride (25 mL) and washed with water (25 mL). The water layer ... Starting materials: CC1(C)OB(c2cccc3[nH]ncc23)OC1(C)C, O=C(Nc1cc2nc(Cl)nc(N3CCOCC3)c2s1)c1ccccc1. Yields the product O=C(Nc1cc2nc(-c3cccc4[nH]ncc34)nc(N3CCOCC3)c2s1)c1ccccc1. RXN SMILES: [CH3:26][C:27]1([CH3:28])[C:29]([CH3:30])([CH3:31])[O:32][B:33]([c:34]2[c:35]3[cH:36][n:37][nH:38][c:39]3[cH:40][cH:41][cH:42]2)[O:43]1.[Cl:1][c:2]1[n:3][c:4]([N:20]2[CH2:21][CH2:22][O:23][CH2:24][CH2:25]2)[c:5]2[c:6]([n:7]1)[cH:8][c:9]([NH:11][C:12]([c:13]1[cH:14][cH:15][cH:16][cH:17][cH:18]1)=[O:19])[s:10]2>>[c:2]1(-[c:34]2[c:35]3[cH:36][n:37][nH:38][c:39]3[cH:40][cH:41][cH:42]2)[n:3][c:4]([N:20]2[CH2:21][CH2:22][O:23][CH2:24][CH2:25]2)[c:5]2[c:6]([n:7]1)[cH:8][c:9]([NH:11][C:12]([c:13]1[cH:14][cH:15][cH:16][cH:17][cH:18]1)=[O:19])[s:10]2. Starting materials: C1CCCCC1, CN(C)C=O, [Li]C(C)CC, [Cl-], Fc1ccc(-c2ccc(Br)cc2)cc1, [NH4+], C1CCOC1. Yields the product O=Cc1ccc(-c2ccc(F)cc2)cc1. Reaction SMILES: [CH2:27]1[CH2:28][CH2:29][CH2:30][CH2:31][CH2:32]1.[CH3:20][N:21]([CH:22]=[O:23])[CH3:24].[CH:1]([Li:2])([CH2:3][CH3:4])[CH3:5].[Cl-:25].[F:6][c:7]1[cH:8][cH:9][c:10](-[c:13]2[cH:14][cH:15][c:16]([Br:19])[cH:17][cH:18]2)[cH:11][cH:12]1.[NH4+:26].[O:33]1[CH2:34][CH2:35][CH2:36][CH2:37]1>>[F:6][c:7]1[cH:8][cH:9][c:10](-[c:13]2[cH:14][cH:15][c:16]([CH:22]=[O:23])[cH:17][cH:18]2)[cH:11][cH:12]1. The reactants are CCc1cnc(CC)c(NC2CCCc3occc32)n1, CCc1nc(-c2ccc(Cl)cc2Cl)c(CC)nc1NC1c2ccccc2CC1O. The product is CCc1nc(-c2ccc(Cl)cc2Cl)c(CC)nc1NC1CCCc2occc21. As a reaction SMILES: [CH2:30]([c:31]1[c:32]([NH:33][CH:41]2[CH2:42][CH2:43][CH2:44][c:45]3[c:46]2[cH:47][cH:48][o:49]3)[n:34][c:35]([CH2:36][CH3:37])[cH:38][n:39]1)[CH3:40].[Cl:1][c:2]1[c:3](-[c:9]2[n:10][c:11]([CH2:28][CH3:29])[c:12]([NH:17][CH:18]3[c:19]4[c:20]([cH:21][cH:22][cH:23][cH:24]4)[CH2:25][CH:26]3[OH:27])[n:13][c:14]2[CH2:15][CH3:16])[cH:4][cH:5][c:6]([Cl:8])[cH:7]1>>[Cl:1][c:2]1[c:3](-[c:9]2[n:10][c:11]([CH2:28][CH3:29])[c:12]([NH:17][CH:41]3[CH2:42][CH2:43][CH2:44][c:45]4[c:46]3[cH:47][cH:48][o:49]4)[n:13][c:14]2[CH2:15][CH3:16])[cH:4][cH:5][c:6]([Cl:8])[cH:7]1.